This data is from the Open Reaction Database (ORD), a public repository of structured organic reaction records. The task is: describe an organic reaction: reactants, conditions, products, and yield Reactants: N1(CCCC1)[C@@H]1[C@@H](CCC1)N (cis-2-pyrrolidin-1-yl-cyclopentylamine), N1(CCCC1)[C@@H]1[C@@H](CCC1)N (cis-2-pyrrolidin-1-yl-cyclopentylamine), C1(CC1)C1=C(C(=O)O)C(=CC=C1)CC (2-cyclopropyl-6-ethyl-benzoic acid), C1(CC1)C1=C(C(=O)O)C(=CC=C1)CC (2-cyclopropyl-6-ethyl-benzoic acid). Product: C1(CC1)C1=C(C(=O)N[C@H]2[C@H](CCC2)N2CCCC2)C(=CC=C1)CC (cis-2-Cyclopropyl-6-ethyl-N-(2-pyrrolidin-1-yl-cyclopentyl)-benzamide). Reaction SMILES: [N:1]1([C@H:6]2[CH2:10][CH2:9][CH2:8][C@H:7]2[NH2:11])[CH2:5][CH2:4][CH2:3][CH2:2]1.[CH:12]1([C:15]2[CH:23]=[CH:22][CH:21]=[C:20]([CH2:24][CH3:25])[C:16]=2[C:17](O)=[O:18])[CH2:14][CH2:13]1>>[CH:12]1([C:15]2[CH:23]=[CH:22][CH:21]=[C:20]([CH2:24][CH3:25])[C:16]=2[C:17]([NH:11][C@@H:7]2[CH2:8][CH2:9][CH2:10][C@@H:6]2[N:1]2[CH2:2][CH2:3][CH2:4][CH2:5]2)=[O:18])[CH2:13][CH2:14]1. Reported procedure: The title compound, white solid, MS: m/e=327.4 [(M+H)+], was prepared in accordance with the general method of example 5 from cis-2-pyrrolidin-1-yl-cyclopentylamine (intermediate Q) and 2-cyclopropyl-6-ethyl-benzoic acid (intermediate T). Starting materials: CC(C)(C(=O)O)c1ccccc1, NCc1ccc2c(c1)OCO2. The reagents and catalysts are CCN=C=NCCCN(C)C.Cl (EDC-HCl), C1=CC2=C(C=C1Cl)N(N=N2)O (6-Cl-HOBT). The solvent is CN(C)C=O (DMF), CN(C)C=O (DMF), CN(C)C=O (DMF), CN(C)C=O (DMF), CN(C)C=O (DMF), CN(C)C=O (DMF). Reaction conditions: temperature 25 celsius, time 2 hour. Yields the product CC(C)(C(=O)NCc1ccc2c(c1)OCO2)c1ccccc1. Yield: 50.1%. Reaction SMILES: NCc1ccc2c(c1)OCO2.CC(C)(C(=O)O)c1ccccc1.CCN=C=NCCCN(C)C.Cl.C1=CC2=C(C=C1Cl)N(N=N2)O.CN(C)C=O>>CC(C)(C(=O)NCc1ccc2c(c1)OCO2)c1ccccc1. Reactants: [BH4-], CCOC(=O)C=C(C)CCc1ccc(OC(C)CC)cc1, CCOC(=O)CC(C)=CCc1ccc(OC(C)CC)cc1, CO, [Na+], Cl[Ni]Cl, O. Product: CCOC(=O)CC(C)CCc1ccc(OC(C)CC)cc1. RXN SMILES: [BH4-:43].[CH3:1][C:2](=[CH:3][C:4](=[O:5])[O:6][CH2:7][CH3:8])[CH2:9][CH2:10][c:11]1[cH:12][cH:13][c:14]([O:17][CH:18]([CH2:19][CH3:20])[CH3:21])[cH:15][cH:16]1.[CH3:22][C:23](=[CH:24][CH2:25][c:26]1[cH:27][cH:28][c:29]([O:30][CH:31]([CH3:32])[CH2:33][CH3:34])[cH:35][cH:36]1)[CH2:37][C:38]([O:39][CH2:40][CH3:41])=[O:42].[CH3:48][OH:49].[Na+:44].[Ni:45]([Cl:46])[Cl:47].[OH2:50]>>[CH3:1][CH:2]([CH2:3][C:4](=[O:5])[O:6][CH2:7][CH3:8])[CH2:9][CH2:10][c:11]1[cH:12][cH:13][c:14]([O:17][CH:18]([CH2:19][CH3:20])[CH3:21])[cH:15][cH:16]1. Starting materials: COc1c(N)cc(C(C)(C)C)cc1Cl, CCN(C(C)C)C(C)C, ClCCl, O=C(Cl)C(=O)c1ccc(OCCN2CCOCC2)c2ccccc12. As a reaction SMILES: [C:1]([CH3:2])([CH3:3])([CH3:4])[c:5]1[cH:6][c:7]([Cl:14])[c:8]([O:12][CH3:13])[c:9]([NH2:11])[cH:10]1.[CH:39]([N:40]([CH2:41][CH3:42])[CH:43]([CH3:44])[CH3:45])([CH3:46])[CH3:47].[Cl:48][CH2:49][Cl:50].[O:15]1[CH2:16][CH2:17][N:18]([CH2:21][CH2:22][O:23][c:24]2[cH:25][cH:26][c:27]([C:34]([C:35](=[O:36])[Cl:37])=[O:38])[c:28]3[cH:29][cH:30][cH:31][cH:32][c:33]23)[CH2:19][CH2:20]1>>[C:1]([CH3:2])([CH3:3])([CH3:4])[c:5]1[cH:6][c:7]([Cl:14])[c:8]([O:12][CH3:13])[c:9]([NH:11][C:35]([C:34]([c:27]2[cH:26][cH:25][c:24]([O:23][CH2:22][CH2:21][N:18]3[CH2:17][CH2:16][O:15][CH2:20][CH2:19]3)[c:33]3[c:28]2[cH:29][cH:30][cH:31][cH:32]3)=[O:38])=[O:36])[cH:10]1. Product: COc1c(Cl)cc(C(C)(C)C)cc1NC(=O)C(=O)c1ccc(OCCN2CCOCC2)c2ccccc12. The product is C(C(O)C)(=O)[O-].[Zn] (lactate zinc), C(C(O)C)(=O)[O-].S(=O)(=O)([O-])[O-].[Zn+2] (lactate zinc sulfate). Reactants: solution, C(C(O)C)(=O)O (lactic acid), C(C(O)C)(=O)[O-] (lactate), S(=O)(=O)([O-])[O-].[Zn+2] (zinc sulfate), [OH-].[Na+] (sodium hydroxide). Procedure details: This lactate-zinc sulate buffer solution is prepared by first dissolving 2.12g of an 85 percent solution of lactic acid in 500 ml of distilled water and adjusting the pH to 3.5 with 0.1N sodium hydroxide. This solution is then further diluted to give a total volume of one liter. A 100 ml aliquot of the lactate solution is mixed with 100 ml of a 0.1 M zinc sulfate solution and this mixture diluted to one liter to provide the final lactate-zinc sulfate buffer solution. Reaction SMILES: [C:1]([OH:6])(=[O:5])[CH:2]([CH3:4])[OH:3].[OH-].[Na+].[C:9]([O-:14])(=[O:13])[CH:10]([CH3:12])[OH:11].[S:15]([O-:19])([O-:18])(=[O:17])=[O:16].[Zn+2:20]>O>[C:1]([O-:6])(=[O:5])[CH:2]([CH3:4])[OH:3].[Zn:20].[C:9]([O-:14])(=[O:13])[CH:10]([CH3:12])[OH:11].[S:15]([O-:19])([O-:18])(=[O:17])=[O:16].[Zn+2:20] |f:1.2,4.5,7.8,9.10.11|. Run in O (water). Reactants: Tris(triphenylphosphine)ruthenium (II) chloride, ClC=1C=C(C=CC1)C(C)=O (m-chloroacetophenone), C[O-].[K+] (potassium methoxide). Reagents/catalysts: [Fe] (Fe). Solvent: C(C)(C)O (i-propanol), C(C)(C)O (i-propanol), C(C)(C)O (i-propanol). Conditions: temperature 85 celsius, time 1 hour. The product is ClC=1C=C(C=CC1)C(C)O (1-(m-chlorophenyl)ethanol). Reaction SMILES: [Cl:1][C:2]1[CH:3]=[C:4]([C:8](=[O:10])[CH3:9])[CH:5]=[CH:6][CH:7]=1.C[O-].[K+]>C(O)(C)C.[Fe]>[Cl:1][C:2]1[CH:3]=[C:4]([CH:8]([OH:10])[CH3:9])[CH:5]=[CH:6][CH:7]=1 |f:1.2|. Reported procedure: Tris(triphenylphosphine)ruthenium (II) chloride (3.8 mg, 4 μmol, 0.5 mol %) and a chiral ligand (M=Fe, R=t-Bu, Ar=C6H5—, 2.6 μmol, 0.33 mol %) were dissolved in i-propanol (3 mL) under nitrogen atmosphere, and then heated and stirred for 1 h at 85° C. After the mixture was cooled to room temperature, m-chloroacetophenone (0.8 mmol), i-propanol (2 mL) and a solution of potassium methoxide in i-propanol (0.4 mL, 0.2 M) were added thereto. Thereafter, the reaction system was placed in an autoclave,...